From a dataset of the Open Reaction Database (ORD), a public repository of structured organic reaction records. describe an organic reaction: reactants, conditions, products, and yield Starting materials: NC=1SC=CN1 (2-Aminothiazole), ClC1=NC=C(C=C1)C=O (2-chloropyridine-5-carboxaldehyde). Run in ClCCl (dichloromethane). Conditions: temperature 90 celsius, time 10 minute. The product is ClC1=CC=C(C=N1)C=NC=1SC=CN1 (N-[(6-chloro-3-pyridinyl)methylene]-2-thiazolamine), solid. As a reaction SMILES: [NH2:1][C:2]1[S:3][CH:4]=[CH:5][N:6]=1.[Cl:7][C:8]1[CH:13]=[CH:12][C:11]([CH:14]=O)=[CH:10][N:9]=1>ClCCl>[Cl:7][C:8]1[N:9]=[CH:10][C:11]([CH:14]=[N:1][C:2]2[S:3][CH:4]=[CH:5][N:6]=2)=[CH:12][CH:13]=1. Reported procedure: 2-Aminothiazole (0.75 g, 7.5 mmol) was added to 2-chloropyridine-5-carboxaldehyde (1.0 g, 7.1 mmol) in dichloromethane (25 mL) at room temperature. The suspension was stirred an additional 10 min and then concentrated to dryness under vacuum. The resulting residue was heated to 90° C. on a rotory evaporator with a non-returning bump trap to facilitate water removal. After 30 min the resultant yellow solid was checked by NMR to verify reaction completion (by disappearance of the characteristic al... Procedure: Aluminum chloride (1.2 g) and 0.8 ml of dimethyl disulfide were dissolved in 20 ml of dichloromethane, then 1.1 g of 4-chloro-1-(4-methoxy-3-methylbenzyl)-2-phenylimidazole-5-acetic acid was added, and the mixture was stirred at room temperature. During this procedure, the material dissolved once and then a precipitate separated out. After the mixture was allowed to stand at room temperature for 3 hours, the supernatant was discarded and the precipitate was further treated in accordance with the... Run at time 3 hour. The solvent is ClCCl (dichloromethane). The reactants are [Cl-].[Al+3].[Cl-].[Cl-] (Aluminum chloride), CSSC (dimethyl disulfide), ClC=1N=C(N(C1CC(=O)O)CC1=CC(=C(C=C1)OC)C)C1=CC=CC=C1 (4-chloro-1-(4-methoxy-3-methylbenzyl)-2-phenylimidazole-5-acetic acid). RXN SMILES: [Cl-].[Al+3].[Cl-].[Cl-].CSSC.[Cl:9][C:10]1[N:11]=[C:12]([C:29]2[CH:34]=[CH:33][CH:32]=[CH:31][CH:30]=2)[N:13]([CH2:19][C:20]2[CH:25]=[CH:24][C:23]([O:26]C)=[C:22]([CH3:28])[CH:21]=2)[C:14]=1[CH2:15][C:16]([OH:18])=[O:17]>ClCCl>[Cl:9][C:10]1[N:11]=[C:12]([C:29]2[CH:34]=[CH:33][CH:32]=[CH:31][CH:30]=2)[N:13]([CH2:19][C:20]2[CH:25]=[CH:24][C:23]([OH:26])=[C:22]([CH3:28])[CH:21]=2)[C:14]=1[CH2:15][C:16]([OH:18])=[O:17] |f:0.1.2.3|. Yield: 75.6%. The product is ClC=1N=C(N(C1CC(=O)O)CC1=CC(=C(C=C1)O)C)C1=CC=CC=C1 (4-chloro-1-(4-hydroxy-3-methylbenzyl)-2-phenylimidazole-5-acetic acid). Yields the product COC1=CC=C2C(=CC=NC2=C1)C1=CC=CC=C1 (7-Methoxy-4-phenylquinoline). Starting materials: COC1=CC=C2C(=CC(NC2=C1)=O)C1=CC=CC=C1 (7-methoxy-4-phenyl-2-quinolinone), [H-].[Al+3].[Li+].[H-].[H-].[H-] (lithium aluminum hydride), O (H2O), [OH-].[Na+] (NaOH), O (H2O). Conditions: temperature 0 celsius. Reported procedure: To a solution of 7-methoxy-4-phenyl-2-quinolinone (4.1 g) in THF (300 mL) at reflux was added lithium aluminum hydride (1M in THF; 65 mL). The mixture was refluxed for 50 hr, cooled to 0° C. and then treated successively with H2O (2.5 mL), 15% aq. NaOH (2.5 mL) and H2O (7.5 mL). The precipitate that formed was removed by filtration, washed with THF, and the filtrate was concentrated and redissolved in acetonitrile (100 mL). To this solution at r.t. was added dropwise a solution of ceric ammonium... Run in C1CCOC1 (THF). As a reaction SMILES: [CH3:1][O:2][C:3]1[CH:12]=[C:11]2[C:6]([C:7]([C:14]3[CH:19]=[CH:18][CH:17]=[CH:16][CH:15]=3)=[CH:8][C:9](=O)[NH:10]2)=[CH:5][CH:4]=1.[H-].[Al+3].[Li+].[H-].[H-].[H-].O.[OH-].[Na+]>C1COCC1>[CH3:1][O:2][C:3]1[CH:12]=[C:11]2[C:6]([C:7]([C:14]3[CH:15]=[CH:16][CH:17]=[CH:18][CH:19]=3)=[CH:8][CH:9]=[N:10]2)=[CH:5][CH:4]=1 |f:1.2.3.4.5.6,8.9|. Reactants: C(C)(C)(C)NS(=O)(=O)C=1C(=NC=C(C1)C1=NN=C(C=2N1C=CC2C2=CC=CC=C2)NCC2=NC=CC=C2)C(F)F (N-(tert-Butyl)-2-(difluoromethyl)-5-(8-phenyl-1-((pyridin-2-ylmethyl)amino)pyrrolo[1,2-d][1,2,4]triazin-4-yl)pyridine-3-sulfonamide), C(=O)(C(F)(F)F)O (TFA). Run at time 4 hour. The product is FC(C1=NC=C(C=C1S(=O)(=O)N)C1=NN=C(C=2N1C=CC2C2=CC=CC=C2)NCC2=NC=CC=C2)F (2-(difluoromethyl)-5-(8-phenyl-1-((pyridin-2-ylmethyl)amino)pyrrolo[1,2-d][1,2,4]triazin-4-yl)pyridine-3-sulfonamide). Isolated yield 12.7%. As a reaction SMILES: C([NH:5][S:6]([C:9]1[C:10]([CH:38]([F:40])[F:39])=[N:11][CH:12]=[C:13]([C:15]2[N:20]3[CH:21]=[CH:22][C:23]([C:24]4[CH:29]=[CH:28][CH:27]=[CH:26][CH:25]=4)=[C:19]3[C:18]([NH:30][CH2:31][C:32]3[CH:37]=[CH:36][CH:35]=[CH:34][N:33]=3)=[N:17][N:16]=2)[CH:14]=1)(=[O:8])=[O:7])(C)(C)C.C(O)(C(F)(F)F)=O>>[F:40][CH:38]([F:39])[C:10]1[C:9]([S:6]([NH2:5])(=[O:7])=[O:8])=[CH:14][C:13]([C:15]2[N:20]3[CH:21]=[CH:22][C:23]([C:24]4[CH:25]=[CH:26][CH:27]=[CH:28][CH:29]=4)=[C:19]3[C:18]([NH:30][CH2:31][C:32]3[CH:37]=[CH:36][CH:35]=[CH:34][N:33]=3)=[N:17][N:16]=2)=[CH:12][N:11]=1. Procedure: N-(tert-Butyl)-2-(difluoromethyl)-5-(8-phenyl-1-((pyridin-2-ylmethyl)amino)pyrrolo[1,2-d][1,2,4]triazin-4-yl)pyridine-3-sulfonamide (0.035 g, 0.062 mmol) was dissolved in TFA (2.00 mL, 26.0 mmol) and stirred at room temperature for 4 h. TFA was removed under reduced pressure and reaction mixture was diluted with saturated NaHCO3 (10 mL). The reaction mixture was extracted with EtOAc (3×20 mL). The combined organic extracts were dried over anhydrous Na2SO4, filtered and concentrated under reduced... Isolated yield 94.2%. Procedure details: To a solution of 4-chloro-2-methoxy-5-nitrophenol (0.67 g) and 2-fluoro-6-methoxy-benzyl bromide (0.66 g) in N,N-dimethylformamide (3 mL) was added potassium carbonate (0.54 g), and the mixture was stirred at room temperature for 3 days. The reaction mixture was poured into water, and the resulting mixture was stirred at room temperature for 30 minutes. The precipitated crystals were collected by filtration. The collected crystals were washed with water and a mixed solvent (diethyl ether/n-hexan... The solvent is CN(C=O)C (N,N-dimethylformamide). Reaction conditions: time 3 day. Reactants: O (water), ClC1=CC(=C(C=C1[N+](=O)[O-])O)OC (4-chloro-2-methoxy-5-nitrophenol), FC1=C(CBr)C(=CC=C1)OC (2-fluoro-6-methoxy-benzyl bromide), C([O-])([O-])=O.[K+].[K+] (potassium carbonate). Product: ClC=1C(=CC(=C(C1)OC)OCC1=C(C=CC=C1OC)F)[N+](=O)[O-] (5-chloro-2-(2-fluoro-6-methoxybenzyloxy)-4-nitroanisole). RXN SMILES: [Cl:1][C:2]1[C:7]([N+:8]([O-:10])=[O:9])=[CH:6][C:5]([OH:11])=[C:4]([O:12][CH3:13])[CH:3]=1.[F:14][C:15]1[CH:22]=[CH:21][CH:20]=[C:19]([O:23][CH3:24])[C:16]=1[CH2:17]Br.C(=O)([O-])[O-].[K+].[K+].O>CN(C)C=O>[Cl:1][C:2]1[C:7]([N+:8]([O-:10])=[O:9])=[CH:6][C:5]([O:11][CH2:17][C:16]2[C:19]([O:23][CH3:24])=[CH:20][CH:21]=[CH:22][C:15]=2[F:14])=[C:4]([O:12][CH3:13])[CH:3]=1 |f:2.3.4|. The reactants are O=C(OC(=O)C(F)(F)F)C(F)(F)F, NC(=O)c1ncn2c1C1CCN1C(=O)c1sccc1-2, C1COCCO1, c1ccncc1. Product: N#Cc1ncn2c1C1CCN1C(=O)c1sccc1-2. RXN SMILES: [F:1][C:2]([F:3])([F:4])[C:5]([O:6][C:7](=[O:8])[C:9]([F:10])([F:11])[F:12])=[O:13].[O:14]=[C:15]1[c:16]2[c:17]([cH:30][cH:31][s:32]2)-[n:18]2[c:19]([c:24]([C:27](=[O:28])[NH2:29])[n:25][cH:26]2)[CH:20]2[N:21]1[CH2:22][CH2:23]2.[O:33]1[CH2:34][CH2:35][O:36][CH2:37][CH2:38]1.[cH:39]1[cH:40][cH:41][n:42][cH:43][cH:44]1>>[O:14]=[C:15]1[c:16]2[c:17]([cH:30][cH:31][s:32]2)-[n:18]2[c:19]([c:24]([C:27]#[N:29])[n:25][cH:26]2)[CH:20]2[N:21]1[CH2:22][CH2:23]2.